Dataset: the Open Reaction Database (ORD), a public repository of structured organic reaction records. Task: describe an organic reaction: reactants, conditions, products, and yield The reactants are [Al+3], CC(C)(C)OC(=O)NC1CCC(O)CC1, C1CCOC1, [H-], [H-], [H-], [H-], [Li+], [Na+], [OH-], O. Yields the product CNC1CCC(O)CC1. RXN SMILES: [Al+3:2].[C:7]([O:8][C:12](=[O:9])[NH:13][CH:14]1[CH2:15][CH2:16][CH:17]([OH:20])[CH2:18][CH2:19]1)([CH3:10])([CH3:11])[CH3:21].[CH2:25]1[O:26][CH2:27][CH2:28][CH2:29]1.[H-:1].[H-:4].[H-:5].[H-:6].[Li+:3].[Na+:24].[OH-:23].[OH2:22]>>[CH3:12][NH:13][CH:14]1[CH2:15][CH2:16][CH:17]([OH:20])[CH2:18][CH2:19]1. Reactants: O=C1NC=CC=C1CN1C(CCCC1)CCCC1=NC=CC=C1 (1-[(2-Oxo-1,2-dihydro-3-pyridinyl)methyl]-2-[3-(2-pyridyl)propyl]piperidine), O (Water), CN(C=O)C (N,N-dimethylformamide), BrCC1CC1 ((bromomethyl)cyclopropane), C([O-])([O-])=O.[K+].[K+] (potassium carbonate). Conditions: temperature 80 celsius, time 4 hour. The product is O=C1N(C=CC=C1CN1C(CCCC1)CCCC=1C=NC=CC1)CC1CC1 (1-[(2-oxo-1-cyclopropylmethyl-1,2-dihydro-3-pyridinyl)methyl]-2-[(3-pyridyl)propyl]piperidine). RXN SMILES: [O:1]=[C:2]1[C:7]([CH2:8][N:9]2[CH2:14][CH2:13][CH2:12][CH2:11][CH:10]2[CH2:15][CH2:16][CH2:17][C:18]2[CH:23]=[CH:22][CH:21]=CN=2)=[CH:6][CH:5]=[CH:4][NH:3]1.Br[CH2:25][CH:26]1[CH2:28][CH2:27]1.C(=O)([O-])[O-].[K+].[K+].O.[CH3:36][N:37](C)C=O>>[O:1]=[C:2]1[C:7]([CH2:8][N:9]2[CH2:14][CH2:13][CH2:12][CH2:11][CH:10]2[CH2:15][CH2:16][CH2:17][C:18]2[CH:36]=[N:37][CH:21]=[CH:22][CH:23]=2)=[CH:6][CH:5]=[CH:4][N:3]1[CH2:25][CH:26]1[CH2:28][CH2:27]1 |f:2.3.4|. Reported procedure: 300 mg of 1-[(2-Oxo-1,2-dihydro-3-pyridinyl)methyl]-2-[3-(2-pyridyl)propyl]piperidine obtained in Example 178, 0.2 ml of (bromomethyl)cyclopropane and 610 mg of potassium carbonate were suspended in 5 ml of N,N-dimethylformamide (DMF), and the mixture were stirred at 80° C. for 4 hours. Water was added thereto, and the mixture was extracted with ethyl acetate. The extract was dried over sodium sulfate. The drying agent was filtered off, and the solvent was evaporated. The residue was purified by... Reactants: [Al+3], c1cc2c3c(c1)CCCC3CCC2, CC(=O)Cl, [Cl-], [Cl-], [Cl-], O, S=C=S. The product is CC(=O)c1ccc2c3c1CCCC3CCC2. Reaction SMILES: [Al+3:2].[CH2:9]1[CH2:10][CH2:11][CH:12]2[CH2:13][CH2:14][CH2:15][c:16]3[cH:17][cH:18][cH:19][c:20]1[c:21]32.[CH3:5][C:6]([Cl:7])=[O:8].[Cl-:1].[Cl-:3].[Cl-:4].[OH2:22].[S:23]=[C:24]=[S:25]>>[CH3:5][C:6](=[O:8])[c:19]1[cH:18][cH:17][c:16]2[c:21]3[c:20]1[CH2:9][CH2:10][CH2:11][CH:12]3[CH2:13][CH2:14][CH2:15]2. The reactants are CC(=O)[O-], CC(=O)[O-], O=C([O-])[O-], CCOC(C)=O, Cc1ccccc1, CC(C)c1cc(C(C)C)c(-c2ccccc2P(C2CCCCC2)C2CCCCC2)c(C(C)C)c1, Cl, [Cs+], [Cs+], Fc1ccccc1I, CC(C)(C)OC(=O)c1ccc(-c2ccccc2)cc1N, O=C(C=Cc1ccccc1)C=Cc1ccccc1, O=C(C=Cc1ccccc1)C=Cc1ccccc1, O=C(C=Cc1ccccc1)C=Cc1ccccc1, [Pd+2], [Pd], [Pd]. Yields the product CC(C)(C)OC(=O)c1ccc(-c2ccccc2)cc1Nc1ccccc1F. As a reaction SMILES: [C:126]([O-:127])(=[O:128])[CH3:129].[C:131]([O-:132])(=[O:133])[CH3:134].[C:63](=[O:64])([O-:65])[O-:66].[CH3:135][CH2:136][O:137][C:138](=[O:139])[CH3:140].[CH3:141][c:142]1[cH:143][cH:144][cH:145][cH:146][cH:147]1.[CH:9]1([P:10]([CH:11]2[CH2:12][CH2:13][CH2:14][CH2:15][CH2:16]2)[c:17]2[cH:18][cH:19][cH:20][cH:21][c:22]2-[c:23]2[c:24]([CH:25]([CH3:26])[CH3:27])[cH:28][c:29]([CH:30]([CH3:31])[CH3:32])[cH:33][c:34]2[CH:35]([CH3:36])[CH3:37])[CH2:38][CH2:39][CH2:40][CH2:41][CH2:42]1.[ClH:69].[Cs+:67].[Cs+:68].[F:1][c:2]1[c:3]([I:8])[cH:4][cH:5][cH:6][cH:7]1.[NH2:43][c:44]1[c:45]([C:46](=[O:47])[O:48][C:49]([CH3:50])([CH3:51])[CH3:52])[cH:53][cH:54][c:55](-[c:57]2[cH:58][cH:59][cH:60][cH:61][cH:62]2)[cH:56]1.[O:108]=[C:109]([CH:110]=[CH:111][c:112]1[cH:113][cH:114][cH:115][cH:116][cH:117]1)[CH:118]=[CH:119][c:120]1[cH:121][cH:122][cH:123][cH:124][cH:125]1.[O:72]=[C:73]([CH:74]=[CH:75][c:76]1[cH:77][cH:78][cH:79][cH:80][cH:81]1)[CH:82]=[CH:83][c:84]1[cH:85][cH:86][cH:87][cH:88][cH:89]1.[O:90]=[C:91]([CH:92]=[CH:93][c:94]1[cH:95][cH:96][cH:97][cH:98][cH:99]1)[CH:100]=[CH:101][c:102]1[cH:103][cH:104][cH:105][cH:106][cH:107]1.[Pd+2:130].[Pd:70].[Pd:71]>>[F:1][c:2]1[c:3]([NH:43][c:44]2[c:45]([C:46](=[O:47])[O:48][C:49]([CH3:50])([CH3:51])[CH3:52])[cH:53][cH:54][c:55](-[c:57]3[cH:58][cH:59][cH:60][cH:61][cH:62]3)[cH:56]2)[cH:4][cH:5][cH:6][cH:7]1. Reactants: COc1ccc(C(=S)NC(C)=O)cc1, CCN(C(C)C)C(C)C, C[n+]1ccccc1Cl, ClCCl, Cl, Cl, [I-], CN1CCC(C#N)(NC(=O)C(N)CC2CCCCC2)CC1. Yields the product COc1ccc(C(=NC(C)=O)NC(CC2CCCCC2)C(=O)NC2(C#N)CCN(C)CC2)cc1. RXN SMILES: [CH3:10][O:11][c:12]1[cH:13][cH:14][c:15]([C:16](=[S:17])[NH:18][C:19]([CH3:20])=[O:21])[cH:22][cH:23]1.[CH:47]([N:48]([CH2:49][CH3:50])[CH:51]([CH3:52])[CH3:53])([CH3:54])[CH3:55].[Cl:2][c:3]1[cH:4][cH:5][cH:6][cH:7][n+:8]1[CH3:9].[Cl:56][CH2:57][Cl:58].[ClH:24].[ClH:25].[I-:1].[NH2:26][CH:27]([C:28](=[O:29])[NH:30][C:31]1([C:38]#[N:39])[CH2:32][CH2:33][N:34]([CH3:37])[CH2:35][CH2:36]1)[CH2:40][CH:41]1[CH2:42][CH2:43][CH2:44][CH2:45][CH2:46]1>>[CH3:10][O:11][c:12]1[cH:13][cH:14][c:15]([C:16](=[N:18][C:19]([CH3:20])=[O:21])[NH:26][CH:27]([C:28](=[O:29])[NH:30][C:31]2([C:38]#[N:39])[CH2:32][CH2:33][N:34]([CH3:37])[CH2:35][CH2:36]2)[CH2:40][CH:41]2[CH2:42][CH2:43][CH2:44][CH2:45][CH2:46]2)[cH:22][cH:23]1. The reactants are COC1=CC=C(C=C1)C2=CC(=O)C3=C(C=C(C=C3O2)OC)OC (apigenin trimethyl ether), solution, B(Br)(Br)Br (BBr3). Run in C(Cl)Cl (CH2Cl2). Conditions: time 5 hour. The product is COC1=CC(=C2C(C=C(OC2=C1)C1=CC=C(C=C1)OC)=O)O (7,4′-Dimethoxy-5-hydroxyflavone). Isolated yield 85.2%. Reaction SMILES: [CH3:1][O:2][C:3]1[CH:8]=[CH:7][C:6]([C:9]2[O:19][C:18]3[C:13](=[C:14]([O:22]C)[CH:15]=[C:16]([O:20][CH3:21])[CH:17]=3)[C:11](=[O:12])[CH:10]=2)=[CH:5][CH:4]=1.B(Br)(Br)Br>C(Cl)Cl>[CH3:21][O:20][C:16]1[CH:17]=[C:18]2[C:13]([C:11](=[O:12])[CH:10]=[C:9]([C:6]3[CH:5]=[CH:4][C:3]([O:2][CH3:1])=[CH:8][CH:7]=3)[O:19]2)=[C:14]([OH:22])[CH:15]=1. Reported procedure: To a solution of 5b (10.0 g, 32.1 mmol) in 200 mL anhydrous CH2Cl2 was added dropwise a 1 M solution of BBr3 (35.3 mL, 35.3 mmol) over 15 min at room temperature with magnetic stirring. A thick yellow precipitate formed rapidly during the addition. After stirring 5 h, the reaction was quenched by adding 200 mL EtOH, and the solvent was then evaporated in vacuo. The yellow residue was triturated with 300 mL boiling 50% EtOH. After cooling to room temperature, the yellow solid was collected on a B... Reactants: COC(=O)c1nc(Br)ccc1O, [H-], [Na+], BrCCCOc1ccccc1, O=C(O)CC(O)(CC(=O)O)C(=O)O. The product is COC(=O)c1nc(Br)ccc1OCCCOc1ccccc1. As a reaction SMILES: [Br:3][c:4]1[cH:5][cH:6][c:7]([OH:14])[c:8]([C:10](=[O:11])[O:12][CH3:13])[n:9]1.[H-:1].[Na+:2].[O:15]([c:16]1[cH:17][cH:18][cH:19][cH:20][cH:21]1)[CH2:22][CH2:23][CH2:24][Br:25].[OH:26][C:27]([CH2:28][C:29]([C:30](=[O:31])[OH:32])([CH2:33][C:34](=[O:35])[OH:36])[OH:37])=[O:38]>>[Br:3][c:4]1[cH:5][cH:6][c:7]([O:14][CH2:24][CH2:23][CH2:22][O:15][c:16]2[cH:17][cH:18][cH:19][cH:20][cH:21]2)[c:8]([C:10](=[O:11])[O:12][CH3:13])[n:9]1.